This data is from the Open Reaction Database (ORD), a public repository of structured organic reaction records. The task is: describe an organic reaction: reactants, conditions, products, and yield Reactants: COC(C1=C(C=C(C=C1)Br)F)=O (4-Bromo-2-fluorobenzoic acid methyl ester), C(#C)C1CCCC1 (ethynylcyclopentane). Reagents/catalysts: [Cu](I)I (copper iodide), Cl[Pd]([P](C1=CC=CC=C1)(C2=CC=CC=C2)C3=CC=CC=C3)([P](C4=CC=CC=C4)(C5=CC=CC=C5)C6=CC=CC=C6)Cl (PdCl2(PPh3)2). Solvent: C(C)N(CC)CC (triethylamine). Reaction conditions: temperature 80 celsius. Yields the product C1(CCCC1)C#CC1=CC(=C(C(=O)OC)C=C1)F (Methyl 4-(cyclopentylethynyl)-2-fluorobenzoate). The yield is 93.4%. As a reaction SMILES: [CH3:1][O:2][C:3](=[O:12])[C:4]1[CH:9]=[CH:8][C:7](Br)=[CH:6][C:5]=1[F:11].[C:13]([CH:15]1[CH2:19][CH2:18][CH2:17][CH2:16]1)#[CH:14]>C(N(CC)CC)C.[Cu](I)I.Cl[Pd](Cl)([P](C1C=CC=CC=1)(C1C=CC=CC=1)C1C=CC=CC=1)[P](C1C=CC=CC=1)(C1C=CC=CC=1)C1C=CC=CC=1>[CH:15]1([C:13]#[C:14][C:7]2[CH:8]=[CH:9][C:4]([C:3]([O:2][CH3:1])=[O:12])=[C:5]([F:11])[CH:6]=2)[CH2:19][CH2:18][CH2:17][CH2:16]1 |^1:32,51|. Procedure: 4-Bromo-2-fluorobenzoic acid methyl ester (1.0 g, 4.0 mmol) was dissolved in triethylamine (5 mL). To the mixture was added copper iodide (38 mg, 5 mol %), followed by PdCl2(PPh3)2 (140 mg, 5 mol %) and ethynylcyclopentane (0.85 mL, 6.3 mmol). The mixture was heated in a sealed pressure tube at 80° C. for 3 hours. After completion of the reaction, the triethylamine was removed under vacuum and the residue was dissolved in EtOAc and filtered through Celite®. The organic layer was washed with wate... Starting materials: CON=C(C(=O)NC1[C@@H]2N(C(=C(CS2)CSC=C)C(=O)O)C1=O)C=1N=C(SC1)NC(C(F)(F)F)=O (7-[2-methoxyimino-2-{2-(2,2,2-trifluoroacetamido)thiazol-4-yl}acetamido]-3-vinylthiomethyl-3-cephem-4-carboxylic acid), C(C)(=O)[O-].[Na+] (sodium acetate), Cl (hydrochloric acid). The solvent is O (water). Product: Cl.NC=1SC=C(N1)C(C(=O)NC1[C@@H]2N(C(=C(CS2)CSC=C)C(=O)O)C1=O)=NOC (7-[2-(2-aminothiazol-4-yl)-2-methoxyiminoacetamido]-3-vinylthiomethyl-3-cephem-4-carboxylic acid hydrochloride). RXN SMILES: [CH3:1][O:2][N:3]=[C:4]([C:24]1[N:25]=[C:26]([NH:29]C(=O)C(F)(F)F)[S:27][CH:28]=1)[C:5]([NH:7][CH:8]1[C:22](=[O:23])[N:10]2[C:11]([C:19]([OH:21])=[O:20])=[C:12]([CH2:15][S:16][CH:17]=[CH2:18])[CH2:13][S:14][C@H:9]12)=[O:6].C([O-])(=O)C.[Na+].[ClH:41]>O>[ClH:41].[NH2:29][C:26]1[S:27][CH:28]=[C:24]([C:4](=[N:3][O:2][CH3:1])[C:5]([NH:7][CH:8]2[C:22](=[O:23])[N:10]3[C:11]([C:19]([OH:21])=[O:20])=[C:12]([CH2:15][S:16][CH:17]=[CH2:18])[CH2:13][S:14][C@H:9]23)=[O:6])[N:25]=1 |f:1.2,5.6|. Reported procedure: A solution of 7-[2-methoxyimino-2-{2-(2,2,2-trifluoroacetamido)thiazol-4-yl}acetamido]-3-vinylthiomethyl-3-cephem-4-carboxylic acid (syn isomer) (380 mg) and sodium acetate (937 mg) in water (8 ml) was stirred at ambient temperature overnight. The mixture was adjusted to pH 1.6 with 6N-hydrochloric acid. This solution was subjected to column chormatography on macroporous non-ionic adsorption resin "Diaion HP 20" (15 ml). After the column was washed with water, the elution was carried out with 25... Starting materials: CCOC(=O)C1(C)CC=C(B2OC(C)(C)C(C)(C)O2)CC1, C[Si](C)(C)CCOCN(COCC[Si](C)(C)C)c1cc(Cl)nc2c(-c3ccc(-c4ccccc4)nc3)cnn12, [K+], [K+], [K+], C1COCCO1, O=P([O-])([O-])[O-]. Yields the product CCOC(=O)C1(C)CC=C(c2cc(N(COCC[Si](C)(C)C)COCC[Si](C)(C)C)n3ncc(-c4ccc(-c5ccccc5)nc4)c3n2)CC1. RXN SMILES: [CH3:48][C:49]1([C:64](=[O:65])[O:66][CH2:67][CH3:68])[CH2:50][CH:51]=[C:52]([B:55]2[O:56][C:57]([CH3:58])([CH3:59])[C:60]([CH3:61])([CH3:62])[O:63]2)[CH2:53][CH2:54]1.[Cl:1][c:2]1[n:3][c:4]2[n:5]([c:6]([N:8]([CH2:9][O:10][CH2:11][CH2:12][Si:13]([CH3:14])([CH3:15])[CH3:16])[CH2:17][O:18][CH2:19][CH2:20][Si:21]([CH3:22])([CH3:23])[CH3:24])[cH:7]1)[n:25][cH:26][c:27]2-[c:28]1[cH:29][n:30][c:31](-[c:34]2[cH:35][cH:36][cH:37][cH:38][cH:39]2)[cH:32][cH:33]1.[K+:45].[K+:46].[K+:47].[O:69]1[CH2:70][CH2:71][O:72][CH2:73][CH2:74]1.[P:40]([O-:41])([O-:42])([O-:43])=[O:44]>>[c:2]1([C:52]2=[CH:51][CH2:50][C:49]([CH3:48])([C:64](=[O:65])[O:66][CH2:67][CH3:68])[CH2:54][CH2:53]2)[n:3][c:4]2[n:5]([c:6]([N:8]([CH2:9][O:10][CH2:11][CH2:12][Si:13]([CH3:14])([CH3:15])[CH3:16])[CH2:17][O:18][CH2:19][CH2:20][Si:21]([CH3:22])([CH3:23])[CH3:24])[cH:7]1)[n:25][cH:26][c:27]2-[c:28]1[cH:29][n:30][c:31](-[c:34]2[cH:35][cH:36][cH:37][cH:38][cH:39]2)[cH:32][cH:33]1. Reactants: Cl.BrC1=CC=C(C=C1)NN (4-bromo-phenyl hydrazine hydrochloride), C(C)C(C(C)=O)CC (3-ethyl-2-pentanone). As a reaction SMILES: Cl.[Br:2][C:3]1[CH:8]=[CH:7][C:6]([NH:9]N)=[CH:5][CH:4]=1.[CH2:11]([CH:13]([CH2:17][CH3:18])[C:14](=O)[CH3:15])[CH3:12]>>[Br:2][C:3]1[CH:8]=[C:7]2[C:6](=[CH:5][CH:4]=1)[NH:9][CH:11]([CH3:12])[C:13]2([CH2:17][CH3:18])[CH2:14][CH3:15] |f:0.1|. The yield is 63.8%. Product: BrC=1C=C2C(C(NC2=CC1)C)(CC)CC (5-Bromo-3,3-diethyl-2-methyl-2,3-dihydro-1H-indole). Procedure details: This compound was prepared according to the procedure for Example 1 using 4-bromo-phenyl hydrazine hydrochloride (5.9 g, 26.3 mmol) and 3-ethyl-2-pentanone (3.0 g, 26.3 mmol). The subtitled compound (4.5 g) was obtained in 65% yield as a yellowish oil: 1H-NMR (CDCl3) δ0.81 (t, J=7.4 Hz, 3H), 0.83 (t, J=7.4 Hz, 3H), 1.18 (d, J=6.5 Hz, 3H), 1.42 (dq, J=14.0, 7.4 Hz, 1H), 1.66 (dq, J=14.0, 7.4 Hz, 3H), 3.73 (q, J=6.5 Hz, 1H), 6.47 (d, J=8.2 Hz, 1H), 7.02 (d, J=2 Hz, 1H), 7.09 (dd, J=8.2, 2.0Hz, 1H)... Reaction SMILES: [CH3:1][O:2][C:3](=[O:16])/[CH:4]=[CH:5]/[C:6]1[CH:7]=[N:8][C:9]2[C:14]([CH:15]=1)=[CH:13][CH:12]=[CH:11][CH:10]=2>CCOC(C)=O.[Pd]>[CH3:1][O:2][C:3](=[O:16])[CH2:4][CH2:5][C:6]1[CH:7]=[N:8][C:9]2[C:14]([CH:15]=1)=[CH:13][CH:12]=[CH:11][CH:10]=2. The product is COC(CCC=1C=NC2=CC=CC=C2C1)=O (3-quinolinepropanoic acid methyl ester). Isolated yield 76.3%. Reported procedure: A mixture of (E)-3-(3-quinolinyl)-2-propenoic acid methyl ester (3.6 g, 16.9 mmol) and 5% Pd/C (0.4 g) in EtOAc (300 mL) was hydrogenated at atmospheric pressure. Upon sessation of hydrogen uptake, the catalyst was separated by filtration through a pad of Celite and the filtrate was evacuated to dryness to give the crude product (3.48 g) which was purified via flash chromatography eluting with a mixture of CH2Cl2 and ether (1:1) to give 3-quinolinepropanoic acid methyl ester (2.77 g, 12.9 mmol) ... The solvent is CCOC(=O)C (EtOAc). The reagents and catalysts are [Pd] (Pd/C). The reactants are COC(\C=C\C=1C=NC2=CC=CC=C2C1)=O ((E)-3-(3-quinolinyl)-2-propenoic acid methyl ester). The reactants are CCOC(=O)C(=O)Nc1ccc(S(=O)(=O)NC(=O)C(=O)OCC)c2c1CCCC2, [K+], O=[N+]([O-])[O-], O=S(=O)(O)O. Product: CCOC(=O)C(=O)Nc1c([N+](=O)[O-])cc(S(=O)(=O)NC(=O)C(=O)OCC)c2c1CCCC2. Reaction SMILES: [C:6](=[O:7])([C:8](=[O:9])[O:10][CH2:11][CH3:12])[NH:13][c:14]1[c:15]2[c:20]([c:21]([S:24](=[O:25])(=[O:26])[NH:27][C:28](=[O:29])[C:30](=[O:31])[O:32][CH2:33][CH3:34])[cH:22][cH:23]1)[CH2:19][CH2:18][CH2:17][CH2:16]2.[K+:1].[O-:2][N+:3]([O-:4])=[O:5].[S:35](=[O:36])(=[O:37])([OH:38])[OH:39]>>[O-:2][N+:3](=[O:5])[c:23]1[c:14]([NH:13][C:6](=[O:7])[C:8](=[O:9])[O:10][CH2:11][CH3:12])[c:15]2[c:20]([c:21]([S:24](=[O:25])(=[O:26])[NH:27][C:28](=[O:29])[C:30](=[O:31])[O:32][CH2:33][CH3:34])[cH:22]1)[CH2:19][CH2:18][CH2:17][CH2:16]2. The reactants are Cl (hydrochloric acid), C([O-])([O-])=O.[Na+].[Na+] (sodium carbonate), Cl.BrC1=CC=NC=C1 (4-bromopyridine hydrochloride), C(=O)(O)C1=CC=C(C=C1)B(O)O (4-carboxyphenylboronic acid). Reagents/catalysts: C=1C=CC(=CC1)[P](C=2C=CC=CC2)(C=3C=CC=CC3)[Pd]([P](C=4C=CC=CC4)(C=5C=CC=CC5)C=6C=CC=CC6)([P](C=7C=CC=CC7)(C=8C=CC=CC8)C=9C=CC=CC9)[P](C=1C=CC=CC1)(C=1C=CC=CC1)C=1C=CC=CC1 (tetrakis(triphenylphosphine)palladium). Solvent: O (water), O (water), C(C)(=O)OCC (ethyl acetate), C1(=CC=CC=C1)C (toluene), O (water). Run at temperature 120 celsius. Product: Cl.N1=CC=C(C=C1)C1=CC=C(C(=O)O)C=C1 (4-(4-Pridyl)benzoic acid hydrochloride). RXN SMILES: [ClH:1].Br[C:3]1[CH:8]=[CH:7][N:6]=[CH:5][CH:4]=1.[C:9]([C:12]1[CH:17]=[CH:16][C:15](B(O)O)=[CH:14][CH:13]=1)([OH:11])=[O:10].C(=O)([O-])[O-].[Na+].[Na+].Cl>C1(C)C=CC=CC=1.O.C1C=CC([P]([Pd]([P](C2C=CC=CC=2)(C2C=CC=CC=2)C2C=CC=CC=2)([P](C2C=CC=CC=2)(C2C=CC=CC=2)C2C=CC=CC=2)[P](C2C=CC=CC=2)(C2C=CC=CC=2)C2C=CC=CC=2)(C2C=CC=CC=2)C2C=CC=CC=2)=CC=1.C(OCC)(=O)C>[ClH:1].[N:6]1[CH:7]=[CH:8][C:3]([C:15]2[CH:16]=[CH:17][C:12]([C:9]([OH:11])=[O:10])=[CH:13][CH:14]=2)=[CH:4][CH:5]=1 |f:0.1,3.4.5,11.12,^1:39,41,60,79|. Reported procedure: At room temperature, 4-bromopyridine hydrochloride (11.7 g) and 4-carboxyphenylboronic acid (10.0 g) were dissolved in toluene (250 ml) and water (250 ml). To the resulting solution, tetrakis(triphenylphosphine)palladium (O) (5.00 g) and anhydrous sodium carbonate (25.4 g) were added successively, followed by refluxing under heat at 120° C. for 19 hours. After allowed to cool down to room temperature, the reaction mixture was added with ethyl acetate and water, whereby the water layer was separa... Reactants: COCCOC, Nc1nc(OS(=O)(=O)C(F)(F)F)c([N+](=O)[O-])c(-c2ccco2)n1, NCCN1CCOCC1. The product is Nc1nc(NCCN2CCOCC2)c([N+](=O)[O-])c(-c2ccco2)n1. RXN SMILES: [CH3:33][O:34][CH2:35][CH2:36][O:37][CH3:38].[NH2:1][c:2]1[n:3][c:4](-[c:19]2[o:20][cH:21][cH:22][cH:23]2)[c:5]([N+:16](=[O:17])[O-:18])[c:6]([O:8][S:9]([C:10]([F:11])([F:12])[F:13])(=[O:14])=[O:15])[n:7]1.[NH2:24][CH2:25][CH2:26][N:27]1[CH2:28][CH2:29][O:30][CH2:31][CH2:32]1>>[NH2:1][c:2]1[n:3][c:4](-[c:19]2[o:20][cH:21][cH:22][cH:23]2)[c:5]([N+:16](=[O:17])[O-:18])[c:6]([NH:24][CH2:25][CH2:26][N:27]2[CH2:28][CH2:29][O:30][CH2:31][CH2:32]2)[n:7]1.